Dataset: the Open Reaction Database (ORD), a public repository of structured organic reaction records. Task: describe an organic reaction: reactants, conditions, products, and yield Starting materials: C[O-].[Na+] (sodium methylate), [N+](=O)([O-])C1=C(CBr)C=CC=C1 (o-nitrobenzyl bromide), Cl (hydrochloric acid), ice water. The solvent is CO (methanol), CO (methanol). Conditions: time 3 hour. Yields the product COCC1=C(C=CC=C1)[N+](=O)[O-] (o-Methoxymethylnitrobenzene). Isolated yield 100.0%. As a reaction SMILES: [CH3:1][O-:2].[Na+].[N+:4]([C:7]1[CH:14]=[CH:13][CH:12]=[CH:11][C:8]=1[CH2:9]Br)([O-:6])=[O:5].Cl>CO>[CH3:1][O:2][CH2:9][C:8]1[CH:11]=[CH:12][CH:13]=[CH:14][C:7]=1[N+:4]([O-:6])=[O:5] |f:0.1|. Procedure details: 125 g of 30% strength sodium methylate solution (0.69 mol) in methanol are added dropwise to 130 g (0.6 mol) of o-nitrobenzyl bromide in 200 ml of methanol. During this procedure, the reaction mixture heats up to about 50° C. Stirring is continued for a further 3 hours, the reaction mixture being cooled to room temperature, after which ice water is added to the reaction vessel and the reaction mixture is neutralized by adding dilute hydrochloric acid. The aqueous phase is extracted with three ti... Reactants: CCC(C)=O, CCOCC, CCOC(=O)C1(CCCCCl)CCC1, [I-], [Na+]. Yields the product CCOC(=O)C1(CCCCI)CCC1. RXN SMILES: [CH3:17][C:18](=[O:19])[CH2:20][CH3:21].[CH3:22][CH2:23][O:24][CH2:25][CH3:26].[Cl:1][CH2:2][CH2:3][CH2:4][CH2:5][C:6]1([C:10](=[O:11])[O:12][CH2:13][CH3:14])[CH2:7][CH2:8][CH2:9]1.[I-:15].[Na+:16]>>[CH2:2]([CH2:3][CH2:4][CH2:5][C:6]1([C:10](=[O:11])[O:12][CH2:13][CH3:14])[CH2:7][CH2:8][CH2:9]1)[I:15].